Dataset: the Open Reaction Database (ORD), a public repository of structured organic reaction records. Task: describe an organic reaction: reactants, conditions, products, and yield Reactants: CC(=O)O[BH-](OC(C)=O)OC(C)=O, C1COCCN1, C1CCOC1, CC(C)N1CCN(C(=O)c2ccc(C=O)cc2)CC1, [Na+], [Na+], [OH-]. Yields the product CC(C)N1CCN(C(=O)c2ccc(CN3CCOCC3)cc2)CC1. RXN SMILES: [C:26]([O:27][BH-:28]([O:29][C:30](=[O:31])[CH3:32])[O:33][C:34](=[O:35])[CH3:36])(=[O:37])[CH3:38].[CH2:20]1[CH2:21][O:22][CH2:23][CH2:24][NH:25]1.[CH2:42]1[O:43][CH2:44][CH2:45][CH2:46]1.[CH:1](=[O:2])[c:3]1[cH:4][cH:5][c:6]([C:7](=[O:8])[N:9]2[CH2:10][CH2:11][N:12]([CH:15]([CH3:16])[CH3:17])[CH2:13][CH2:14]2)[cH:18][cH:19]1.[Na+:39].[Na+:41].[OH-:40]>>[CH2:1]([c:3]1[cH:4][cH:5][c:6]([C:7](=[O:8])[N:9]2[CH2:10][CH2:11][N:12]([CH:15]([CH3:16])[CH3:17])[CH2:13][CH2:14]2)[cH:18][cH:19]1)[N:25]1[CH2:20][CH2:21][O:22][CH2:23][CH2:24]1. Starting materials: NC1=NC2=CC=C(C=C2C(=N1)C(=O)N1CC2=CC=CC=C2C1)C1(CC1)C(=O)OCC (ethyl 1-[2-amino-4-(isoindoline-2-carbonyl)quinazolin-6-yl]cyclopropanecarboxylate), [OH-].[Na+] (sodium hydroxide). Solvent: O1CCCC1 (tetrahydrofuran). Conditions: temperature 23 celsius, time 12 hour. The product is NC1=NC2=CC=C(C=C2C(=N1)C(=O)N1CC2=CC=CC=C2C1)C1(CC1)C(=O)O (1-[2-Amino-4-(isoindoline-2-carbonyl)quinazolin-6-yl]cyclopropanecarboxylic acid). RXN SMILES: [NH2:1][C:2]1[N:11]=[C:10]([C:12]([N:14]2[CH2:22][C:21]3[C:16](=[CH:17][CH:18]=[CH:19][CH:20]=3)[CH2:15]2)=[O:13])[C:9]2[C:4](=[CH:5][CH:6]=[C:7]([C:23]3([C:26]([O:28]CC)=[O:27])[CH2:25][CH2:24]3)[CH:8]=2)[N:3]=1.[OH-].[Na+]>O1CCCC1>[NH2:1][C:2]1[N:11]=[C:10]([C:12]([N:14]2[CH2:15][C:16]3[C:21](=[CH:20][CH:19]=[CH:18][CH:17]=3)[CH2:22]2)=[O:13])[C:9]2[C:4](=[CH:5][CH:6]=[C:7]([C:23]3([C:26]([OH:28])=[O:27])[CH2:24][CH2:25]3)[CH:8]=2)[N:3]=1 |f:1.2|. Reported procedure: 400 mg of ethyl 1-[2-amino-4-(isoindoline-2-carbonyl)quinazolin-6-yl]cyclopropanecarboxylate are dissolved in 14 ml of tetrahydrofuran, and 3.5 ml of 2N sodium hydroxide solution are added. The mixture is stirred at 23° C. for 12 h, evaporated to dryness in vacuo, taken up in 10 ml of water and adjusted to pH 2 using 1 ml of 25% hydrochloric acid. The resultant precipitate is filtered off and dried in vacuo. Yield: 250 mg (67%) of 1-[2-amino-4-(isoindoline-2-carbonyl)quinazolin-6-yl]cyclopropane...